The task is: describe an organic reaction: reactants, conditions, products, and yield. This data is from the Open Reaction Database (ORD), a public repository of structured organic reaction records. Starting materials: C[Sn](C=1C=CC=2N(C1)C=C(N2)C(=O)NC2=CC=CC=C2)(C)C (6-trimethylstannyl-N-phenylimidazo[1,2-a]pyridine-2-carboxamide), C[Sn](C=1C=CC=2N(C1)C=C(N2)C(=O)NC2=CC=CC=C2)(C)C (6-trimethylstannyl-N-phenylimidazo[1,2-a]pyridine-2-carboxamide), BrC1=CC=CC(=N1)N (6-bromopyrid-2-ylamine). Solvent: CN(C=O)C (N,N-dimethylformamide). Product: NC1=CC=CC(=N1)C=1C=CC=2N(C1)C=C(N2)C(=O)NC2=CC=CC=C2 (6-(6-aminopyrid-2-yl)-N-phenylimidazo[1,2-a]pyridine-2-carboxamide). Yield: 75.7%. Reported procedure: 236 mg of 6-trimethylstannyl-N-phenylimidazo[1,2-a]pyridine-2-carboxamide (Intermediate 4), 413 mg of 6-bromopyrid-2-ylamine, 95 mg of tetrakis(triphenylphosphine)palladium and 4 mL of N,N-dimethylformamide are placed in a microwave tube. The reaction mixture is heated for 45 minutes in a microwave machine set at 150° C. and concentrated to dryness. The residue is chromatographed on a silica cartridge, eluting with a mixture of dichloromethane and ethyl acetate. The fractions containing the expe... Reagents/catalysts: C=1C=CC(=CC1)[P](C=2C=CC=CC2)(C=3C=CC=CC3)[Pd]([P](C=4C=CC=CC4)(C=5C=CC=CC5)C=6C=CC=CC6)([P](C=7C=CC=CC7)(C=8C=CC=CC8)C=9C=CC=CC9)[P](C=1C=CC=CC1)(C=1C=CC=CC1)C=1C=CC=CC1 (tetrakis(triphenylphosphine)palladium). Reaction SMILES: C[Sn](C)(C)[C:3]1[CH:4]=[CH:5][C:6]2[N:7]([CH:9]=[C:10]([C:12]([NH:14][C:15]3[CH:20]=[CH:19][CH:18]=[CH:17][CH:16]=3)=[O:13])[N:11]=2)[CH:8]=1.Br[C:24]1[N:29]=[C:28]([NH2:30])[CH:27]=[CH:26][CH:25]=1>C1C=CC([P]([Pd]([P](C2C=CC=CC=2)(C2C=CC=CC=2)C2C=CC=CC=2)([P](C2C=CC=CC=2)(C2C=CC=CC=2)C2C=CC=CC=2)[P](C2C=CC=CC=2)(C2C=CC=CC=2)C2C=CC=CC=2)(C2C=CC=CC=2)C2C=CC=CC=2)=CC=1.CN(C)C=O>[NH2:30][C:28]1[N:29]=[C:24]([C:3]2[CH:4]=[CH:5][C:6]3[N:7]([CH:9]=[C:10]([C:12]([NH:14][C:15]4[CH:20]=[CH:19][CH:18]=[CH:17][CH:16]=4)=[O:13])[N:11]=3)[CH:8]=2)[CH:25]=[CH:26][CH:27]=1 |^1:34,36,55,74|. The reactants are C(C)OCC (Diethyl ether), Cl (hydrogen chloride), C(C1=CC=CC=C1)N1C(=NC=C1)CC1COC2=C(O1)C=CC=C2 (1-benzyl-2-(1,4-benzodioxan-2-ylmethyl)imidazole). The solvent is CO (methanol), CO (methanol). The product is Cl.C(C1=CC=CC=C1)N1C(=NC=C1)CC1COC2=C(O1)C=CC=C2 (1-benzyl-2-(1,4-benzodioxan-2-ylmethyl)imidazole hydrochloride), ( d ). As a reaction SMILES: [ClH:1].[CH2:2]([N:9]1[CH:13]=[CH:12][N:11]=[C:10]1[CH2:14][CH:15]1[O:20][C:19]2[CH:21]=[CH:22][CH:23]=[CH:24][C:18]=2[O:17][CH2:16]1)[C:3]1[CH:8]=[CH:7][CH:6]=[CH:5][CH:4]=1.C(OCC)C>CO>[ClH:1].[CH2:2]([N:9]1[CH:13]=[CH:12][N:11]=[C:10]1[CH2:14][CH:15]1[O:20][C:19]2[CH:21]=[CH:22][CH:23]=[CH:24][C:18]=2[O:17][CH2:16]1)[C:3]1[CH:4]=[CH:5][CH:6]=[CH:7][CH:8]=1 |f:4.5|. Procedure: Excess 3% hydrogen chloride in methanol is added to a solution of 1.0 g 1-benzyl-2-(1,4-benzodioxan-2-ylmethyl)imidazole in 20 ml methanol. Diethyl ether is added until precipitation is complete. The product is filtered, washed with ether, air dried and recrystallized from methanol/acetone to yield 1-benzyl-2-(1,4-benzodioxan-2-ylmethyl)imidazole hydrochloride, m.p. 105°-107° C.(d). The reactants are ClC1=CC(=NC2=CC(=CC=C12)CN1N=NC(=C1)[C@](C(F)(F)F)(CC)O)C(=O)N (4-Chloro-7-((4-[(2S)-(1,1,1-trifluoro-2-hydroxybutan-2-yl)]-1H-1,2,3-triazol-1-yl)methyl)quinoline-2-carboxamide), FC=1C=CC(=NC1)B(O)O ((5-fluoropyridin-2-yl)boronic acid), C([O-])([O-])=O.[Cs+].[Cs+] (cesium carbonate). The reagents and catalysts are C1=CC=C(C=C1)P([C-]2C=CC=C2)C3=CC=CC=C3.C1=CC=C(C=C1)P([C-]2C=CC=C2)C3=CC=CC=C3.[Fe+2] (DPPF), [Cu]Cl (copper(I) chloride), C(C)(=O)[O-].[Pd+2].C(C)(=O)[O-] (palladium(II) acetate). Run at temperature 100 celsius. Product: FC=1C=CC(=NC1)C1=CC(=NC2=CC(=CC=C12)CN1N=NC(=C1)[C@](C(F)(F)F)(CC)O)C(=O)N (4-(5-fluoropyridin-2-yl)-7-({4-[(2S)-1,1,1-trifluoro-2-hydroxybutan-2-yl]-1H-1,2,3-triazol-1-yl}methyl)quinoline-2-carboxamide). As a reaction SMILES: Cl[C:2]1[C:11]2[C:6](=[CH:7][C:8]([CH2:12][N:13]3[CH:17]=[C:16]([C@@:18]([OH:25])([CH2:23][CH3:24])[C:19]([F:22])([F:21])[F:20])[N:15]=[N:14]3)=[CH:9][CH:10]=2)[N:5]=[C:4]([C:26]([NH2:28])=[O:27])[CH:3]=1.[F:29][C:30]1[CH:31]=[CH:32][C:33](B(O)O)=[N:34][CH:35]=1.C(=O)([O-])[O-].[Cs+].[Cs+]>C1C=CC(P(C2C=CC=CC=2)[C-]2C=CC=C2)=CC=1.C1C=CC(P(C2C=CC=CC=2)[C-]2C=CC=C2)=CC=1.[Fe+2].[Cu]Cl.C([O-])(=O)C.[Pd+2].C([O-])(=O)C>[F:29][C:30]1[CH:31]=[CH:32][C:33]([C:2]2[C:11]3[C:6](=[CH:7][C:8]([CH2:12][N:13]4[CH:17]=[C:16]([C@@:18]([OH:25])([CH2:23][CH3:24])[C:19]([F:20])([F:22])[F:21])[N:15]=[N:14]4)=[CH:9][CH:10]=3)[N:5]=[C:4]([C:26]([NH2:28])=[O:27])[CH:3]=2)=[N:34][CH:35]=1 |f:2.3.4,5.6.7,9.10.11|. Reported procedure: 4-chloro-7-({4-[(2S)-1,1,1-trifluoro-2-hydroxybutan-2-yl]-1H-1,2,3-triazol-1-yl}methyl)quinoline-2-carboxamide (3-14, 16.0 mg, 0.039 mmol, 1.0 equiv), (5-fluoropyridin-2-yl)boronic acid (22 mg, 0.097 mmol, 2.5 equiv), cesium carbonate (25 mg, 0.077 mmol, 2.0 equiv), DPPF (2.1 mg, 0.004 mmol, 0.1 equiv), copper(I) chloride (3.8 mg, 0.039 mmol, 1.0 equiv) and palladium(II) acetate (0.43 mg, 0.002 mmol, 0.05 equiv) were combined and purged with argon. DMF (0.4 mL) was added and the mixture was heat... Starting materials: C(#N)C1=C(N(C2=NC(=CC(=C21)C)C)[C@H]2CCCC1=CC=CC=C21)/C=C/C(=O)OCC (ethyl (2E)-3-{3-cyano-4,6-dimethyl-1-[(1S)-1,2,3,4-tetrahydronaphthalen-1-yl]-1H-pyrrolo[2,3-b]pyridin-2-yl}prop-2-enoate), [OH-].[Na+] (sodium hydroxide), Cl (hydrochloric acid), O (water). Solvent: C(C)O (ethanol), C1CCOC1 (THF). Conditions: time 2 hour. Yields the product C(#N)C1=C(N(C2=NC(=CC(=C21)C)C)[C@H]2CCCC1=CC=CC=C21)/C=C/C(=O)O ((2E)-3-{3-cyano-4,6-dimethyl-1-[(1S)-1,2,3,4-tetrahydronaphthalen-1-yl]-1H-pyrrolo[2,3-b]pyridin-2-yl}prop-2-enoic acid). Reaction SMILES: [C:1]([C:3]1[C:11]2[C:6](=[N:7][C:8]([CH3:13])=[CH:9][C:10]=2[CH3:12])[N:5]([C@@H:14]2[C:23]3[C:18](=[CH:19][CH:20]=[CH:21][CH:22]=3)[CH2:17][CH2:16][CH2:15]2)[C:4]=1/[CH:24]=[CH:25]/[C:26]([O:28]CC)=[O:27])#[N:2].[OH-].[Na+].O.Cl>C(O)C.C1COCC1>[C:1]([C:3]1[C:11]2[C:6](=[N:7][C:8]([CH3:13])=[CH:9][C:10]=2[CH3:12])[N:5]([C@@H:14]2[C:23]3[C:18](=[CH:19][CH:20]=[CH:21][CH:22]=3)[CH2:17][CH2:16][CH2:15]2)[C:4]=1/[CH:24]=[CH:25]/[C:26]([OH:28])=[O:27])#[N:2] |f:1.2|. Procedure: To a solution of ethyl (2E)-3-{3-cyano-4,6-dimethyl-1-[(1S)-1,2,3,4-tetrahydronaphthalen-1-yl]-1H-pyrrolo[2,3-b]pyridin-2-yl}prop-2-enoate (1.40 g, 3.50 mmol) in ethanol (10 ml) and THF (10 ml) was added a 1 N aqueous sodium hydroxide solution (7 ml), and the mixture was stirred at room temperature for 2 hours. The reaction solution was poured into water, neutralized with 1 N hydrochloric acid and extracted with ethyl acetate. The extract was dried over anhydrous magnesium sulfate, and the solve... Starting materials: C(#C)C1=CC(=C(C=C1)I)OC (4-Ethynyl-1-iodo-2-methoxy-benzene), N(=[N+]=[N-])C1C(NC2=C(CC1)C(=CC=C2)F)=O (3-azido-6-fluoro-1,3,4,5-tetrahydro-1-benzazepin-2-one), O=C1C(O)=C([O-])[C@H](O1)[C@@H](O)CO.[Na+] (sodium ascorbate), CCO (EtOH), CuSO4.5H2O. Solvent: CN(C)C=O (DMF), O (water), ClCCl (Dichloromethane). Conditions: time 17 hour. Yields the product FC1=CC=CC2=C1CCC(C(N2)=O)N2N=NC(=C2)C2=CC(=C(C=C2)I)OC (6-Fluoro-3-[4-(4-iodo-3-methoxy-phenyl)-1,2,3-triazol-1-yl]-1,3,4,5-tetrahydro-1-benzazepin-2-one). The yield is 95.1%. Reaction SMILES: [C:1]([C:3]1[CH:8]=[CH:7][C:6]([I:9])=[C:5]([O:10][CH3:11])[CH:4]=1)#[CH:2].[N:12]([CH:15]1[CH2:21][CH2:20][C:19]2[C:22]([F:26])=[CH:23][CH:24]=[CH:25][C:18]=2[NH:17][C:16]1=[O:27])=[N+:13]=[N-:14].O=C1O[C@H]([C@H](CO)O)C([O-])=C1O.[Na+].CCO>ClCCl.O.CN(C=O)C>[F:26][C:22]1[C:19]2[CH2:20][CH2:21][CH:15]([N:12]3[CH:2]=[C:1]([C:3]4[CH:8]=[CH:7][C:6]([I:9])=[C:5]([O:10][CH3:11])[CH:4]=4)[N:14]=[N:13]3)[C:16](=[O:27])[NH:17][C:18]=2[CH:25]=[CH:24][CH:23]=1 |f:2.3|. Procedure: 4-Ethynyl-1-iodo-2-methoxy-benzene (22.23 g, 86 mmol), 3-azido-6-fluoro-1,3,4,5-tetrahydro-1-benzazepin-2-one (20.87 g, 95 mmol), and sodium ascorbate (15.69 g, 86 mmol) were added to EtOH (155 mL) and DMF (155 mL). CuSO4.5H2O (10.75 g, 43.1 mmol) was added to 20 mL water and added dropwise to the stirring reaction mixture. The reaction stirred for 17 hrs at room temp. Dichloromethane was added and the organic layer was washed with 2N NaOH, dried with sodium sulfate and concentrated. Purificatio...